This data is from the Open Reaction Database (ORD), a public repository of structured organic reaction records. The task is: describe an organic reaction: reactants, conditions, products, and yield Reactants: CC(C)(C)N(Cc1cccc(Cn2nc(N(S(=O)(=O)c3ccc(Cl)s3)S(=O)(=O)c3ccc(Cl)s3)c3c(C(F)F)cccc32)c1)C(=O)[O-], ClCCl, O=C(O)C(F)(F)F. Yields the product NCc1cccc(Cn2nc(N(S(=O)(=O)c3ccc(Cl)s3)S(=O)(=O)c3ccc(Cl)s3)c3c(C(F)F)cccc32)c1. RXN SMILES: [CH3:1][C:2]([N:5]([C:3](=[O:4])[O-:6])[CH2:9][c:10]1[cH:11][c:12]([CH2:16][n:17]2[n:18][c:19]([N:29]([S:30](=[O:31])(=[O:32])[c:33]3[s:34][c:35]([Cl:38])[cH:36][cH:37]3)[S:39](=[O:40])(=[O:41])[c:42]3[s:43][c:44]([Cl:47])[cH:45][cH:46]3)[c:20]3[c:21]([CH:26]([F:27])[F:28])[cH:22][cH:23][cH:24][c:25]23)[cH:13][cH:14][cH:15]1)([CH3:7])[CH3:8].[Cl:55][CH2:56][Cl:57].[OH:48][C:49]([C:50]([F:51])([F:52])[F:53])=[O:54]>>[NH2:5][CH2:9][c:10]1[cH:11][c:12]([CH2:16][n:17]2[n:18][c:19]([N:29]([S:30](=[O:31])(=[O:32])[c:33]3[s:34][c:35]([Cl:38])[cH:36][cH:37]3)[S:39](=[O:40])(=[O:41])[c:42]3[s:43][c:44]([Cl:47])[cH:45][cH:46]3)[c:20]3[c:21]([CH:26]([F:27])[F:28])[cH:22][cH:23][cH:24][c:25]23)[cH:13][cH:14][cH:15]1. Product: OC1CN(C1)C1=CC=C(C=N1)NC(=O)C=1N(C2=CC(=CC=C2C1)C(F)(F)F)CC1=CC(=CC=C1)F (N-[6-(3-Hydroxyazetidin-1-yl)pyridin-3-yl]-1-(3-fluorobenzyl)-6-trifluoromethyl-1H-indole-2-carboxamide). The reactants are FC(C1=CC=C2C=C(N(C2=C1)CC1=CC(=CC=C1)F)C(=O)O)(F)F (6-trifluoromethyl-1-(3-fluorobenzyl)-1H-indole-2-carboxylic acid), OC1CN(C1)C1=NC=C(C=C1)N (2-(3-hydroxyazetidin-1-yl)-5-aminopyridine). RXN SMILES: [F:1][C:2]([F:24])([F:23])[C:3]1[CH:11]=[C:10]2[C:6]([CH:7]=[C:8]([C:20](O)=[O:21])[N:9]2[CH2:12][C:13]2[CH:18]=[CH:17][CH:16]=[C:15]([F:19])[CH:14]=2)=[CH:5][CH:4]=1.[OH:25][CH:26]1[CH2:29][N:28]([C:30]2[CH:35]=[CH:34][C:33]([NH2:36])=[CH:32][N:31]=2)[CH2:27]1>>[OH:25][CH:26]1[CH2:29][N:28]([C:30]2[N:31]=[CH:32][C:33]([NH:36][C:20]([C:8]3[N:9]([CH2:12][C:13]4[CH:18]=[CH:17][CH:16]=[C:15]([F:19])[CH:14]=4)[C:10]4[C:6]([CH:7]=3)=[CH:5][CH:4]=[C:3]([C:2]([F:23])([F:1])[F:24])[CH:11]=4)=[O:21])=[CH:34][CH:35]=2)[CH2:27]1. Reported procedure: The process is carried out according to the method described in example 2, using 6-trifluoromethyl-1-(3-fluorobenzyl)-1H-indole-2-carboxylic acid and 2-(3-hydroxyazetidin-1-yl)-5-aminopyridine, prepared in step 10.2 of example 10 (Compound Ve). The reactants are resultant solution, ClC=CC(C)Cl (1,3-dichloro-1-butene), ClC=1N(N=C2CCCCC12)C1=C(C=C(C(=C1)O)Cl)F (3-Chloro-2-(4-chloro-2-fluoro-5-hydroxyphenyl)-4,5,6,7-tetrahydro-2H-indazole), [OH-].[K+] (potassium hydroxide), CS(=O)C (Dimethylsulfoxide). Solvent: O (water), O (water). Conditions: temperature 100 celsius, time 4 hour. Product: ClC=1N(N=C2CCCCC12)C1=C(C=C(C(=C1)OCC=CCl)Cl)F (3-chloro-2-[4-chloro-2-fluoro-5-(3-chloro-2-propenyloxy)phenyl]-4,5,6,7-tetrahydro-2H-indazole). Yield: 52.1%. As a reaction SMILES: [Cl:1][C:2]1[N:3]([C:11]2[CH:16]=[C:15]([OH:17])[C:14]([Cl:18])=[CH:13][C:12]=2[F:19])[N:4]=[C:5]2[C:10]=1[CH2:9][CH2:8][CH2:7][CH2:6]2.[OH-].[K+].CS(C)=O.[Cl:26][CH:27]=[CH:28][CH:29](Cl)C>O>[Cl:1][C:2]1[N:3]([C:11]2[CH:16]=[C:15]([O:17][CH2:29][CH:28]=[CH:27][Cl:26])[C:14]([Cl:18])=[CH:13][C:12]=2[F:19])[N:4]=[C:5]2[C:10]=1[CH2:9][CH2:8][CH2:7][CH2:6]2 |f:1.2|. Reported procedure: 3-Chloro-2-(4-chloro-2-fluoro-5-hydroxyphenyl)-4,5,6,7-tetrahydro-2H-indazole (1 g) was suspended in a solution of potassium hydroxide (0.84 g) in water (8 ml). Dimethylsulfoxide (21 ml) was added to the suspension to make a uniform solution. To the resultant solution, 1,3-dichloro-1-butene (1.26 g) was added, and the mixture was stirred at 100° C. for 4 hours. After being allowed to cool, water was added to the mixture, which was then extracted with ethyl acetate. The organic layer was washed w... Starting materials: C(C)(C)N(C(C)C)CC (N,N-diisopropylethylamine), CCOC(=O)C (EtOAc), OC=1C=C(C(=O)O)C=CC1OC (3-hydroxy-4-methoxybenzoic acid), C(C)(=O)Cl (Acetyl chloride). The reagents and catalysts are CN(C1=CC=NC=C1)C (4-dimethylaminopyridine). The solvent is C(Cl)Cl (CH2Cl2). Run at time 5 minute. The product is C(C)(=O)OC=1C=C(C(=O)O)C=CC1OC (3-Acetyloxy-4-methoxybenzoic acid). Yield: 61.7%. Reaction SMILES: [OH:1][C:2]1[CH:3]=[C:4]([CH:8]=[CH:9][C:10]=1[O:11][CH3:12])[C:5]([OH:7])=[O:6].C(N(CC)C(C)C)(C)C.[C:22](Cl)(=[O:24])[CH3:23].CCOC(C)=O>C(Cl)Cl.CN(C)C1C=CN=CC=1>[C:22]([O:1][C:2]1[CH:3]=[C:4]([CH:8]=[CH:9][C:10]=1[O:11][CH3:12])[C:5]([OH:7])=[O:6])(=[O:24])[CH3:23]. Reported procedure: To a suspension of 600 mg (3.57 mmol) of 3-hydroxy-4-methoxybenzoic acid (Aldrich Chemical Company, Milwaukee, Wis.) in 5 mL of anhyd CH2Cl2 was added 1.31 mL (7.50 mmol) of N,N-diisopropylethylamine and the mixture stirred until homogeneous (ca. 5 min). Acetyl chloride (305 μL, 4.28 mmol) was added dropwise over 2 min followed by 2.0 mg ((0.016 mmol) of 4-dimethylaminopyridine. After stirring at room temperature for 1 h, the mixture was poured into 50 mL of EtOAc and washed with 1 M HCl (3×25 m... Starting materials: C(C)(=O)O (acetic acid), NC=1C=C(N(C1)CC1=CC=C(C=C1)F)C(C)=O (1-[4-amino-1-(4-fluorobenzyl)-1H-pyrrol-2-yl]ethanone), C(C1=CC=CC=C1)=O (benzaldehyde), C(#N)[BH3-].[Na+] (sodium cyanoborohydride), C(C)(=O)O (acetic acid). Run in CO (MeOH), CO (MeOH). Reaction conditions: time 18 hour. Yields the product C(C1=CC=CC=C1)NC=1C=C(N(C1)CC1=CC=C(C=C1)F)C(C)=O (1-[4-Benzylamino-1-(4-fluorobenzyl)-1H-pyrrol-2-yl]ethanone). Reaction SMILES: [NH2:1][C:2]1[CH:3]=[C:4]([C:15](=[O:17])[CH3:16])[N:5]([CH2:7][C:8]2[CH:13]=[CH:12][C:11]([F:14])=[CH:10][CH:9]=2)[CH:6]=1.[CH:18](=O)[C:19]1[CH:24]=[CH:23][CH:22]=[CH:21][CH:20]=1.C([BH3-])#N.[Na+].C(O)(=O)C>CO>[CH2:18]([NH:1][C:2]1[CH:3]=[C:4]([C:15](=[O:17])[CH3:16])[N:5]([CH2:7][C:8]2[CH:13]=[CH:12][C:11]([F:14])=[CH:10][CH:9]=2)[CH:6]=1)[C:19]1[CH:24]=[CH:23][CH:22]=[CH:21][CH:20]=1 |f:2.3|. Procedure: To a 100 mL round bottomed flask with a stirring bar, addition funnel and an argon inlet was added 1-[4-amino-1-(4-fluorobenzyl)-1H-pyrrol-2-yl]ethanone AVI-2-1 (1.00 g, 4.31 mmol), MeOH (20 mL), benzaldehyde (0.875 mL, 8.61 mmol) and sodium cyanoborohydride (0.541 g, 8.61 mmol). The addition funnel was charged with a solution of glacial acetic acid (0.246 mL, 4.31 mmol) in MeOH (20 mL). The acetic acid solution was added dropwise to the reaction mixture over 1.5 h. When the addition was complet... Starting materials: N(=NC(=O)OCC)C(=O)OCC (diethyl azodicarboxylate), COC1=C2CCC(CC2=CC=C1)CO ((1,2,3,4-tetrahydro-5-methoxy-2-naphthyl)methanol), C1(C=2C(C(N1)=O)=CC=CC2)=O (phthalimide), C1(=CC=CC=C1)P(C1=CC=CC=C1)C1=CC=CC=C1 (triphenylphosphine). Solvent: O1CCCC1 (tetrahydrofuran), O1CCCC1 (tetrahydrofuran). Conditions: time 24 hour. Yields the product COC1=C2CCC(CC2=CC=C1)CN1C(C=2C(C1=O)=CC=CC2)=O (N-[(1,2,3,4-tetrahydro-5-methoxy-2-naphthyl)methyl]phthalimide). Yield: 55.3%. As a reaction SMILES: N(C(OCC)=O)=NC(OCC)=O.[CH3:13][O:14][C:15]1[CH:24]=[CH:23][CH:22]=[C:21]2[C:16]=1[CH2:17][CH2:18][CH:19]([CH2:25]O)[CH2:20]2.[C:27]1(=[O:37])[NH:31][C:30](=[O:32])[C:29]2=[CH:33][CH:34]=[CH:35][CH:36]=[C:28]12.C1(P(C2C=CC=CC=2)C2C=CC=CC=2)C=CC=CC=1>O1CCCC1>[CH3:13][O:14][C:15]1[CH:24]=[CH:23][CH:22]=[C:21]2[C:16]=1[CH2:17][CH2:18][CH:19]([CH2:25][N:31]1[C:30](=[O:32])[C:29]3=[CH:33][CH:34]=[CH:35][CH:36]=[C:28]3[C:27]1=[O:37])[CH2:20]2. Procedure: A solution of diethyl azodicarboxylate (871 mg) in tetrahydrofuran (4 ml) was added slowly to a stirred solution of (1,2,3,4-tetrahydro-5-methoxy-2-naphthyl)methanol (961 mg), phthalimide (736 mg), and triphenylphosphine (1.31 g) in tetrahydrofuran (10 ml) at room temperature and the resulting mixture was stirred at the same temperature for 24 hours. The reactIon mixture was evaporated in vacuo and the residue was chromatographed (toluene) over silica gel. The eluate was evaporated in vacuo and ...